The task is: describe an organic reaction: reactants, conditions, products, and yield. This data is from the Open Reaction Database (ORD), a public repository of structured organic reaction records. Starting materials: Cl.O[C@@H]1CNC[C@@H]1O ((3R,4S)-3,4-Dihydroxypyrrolidine hydrochloride), ClC=1C=C2C=C(NC2=CC1)C(=O)NCC(=O)O ([(5-chloro-1H-indole-2-carbonyl)-amino]-acetic acid). The solvent is C(Cl)Cl.CN(C)C=O (CH2Cl2 DMF). Run at time 1 hour. The product is O[C@@H]1CN(C[C@@H]1O)C(CNC(=O)C=1NC2=CC=C(C=C2C1)Cl)=O (5-Chloro-1H-indole-2-carboxylic acid [2-(Cis-3.4-dihydroxy-pyrrolidin-1-yl)-2-oxo-ethyl]-amide). Reaction SMILES: Cl.[OH:2][C@H:3]1[C@@H:7]([OH:8])[CH2:6][NH:5][CH2:4]1.[Cl:9][C:10]1[CH:11]=[C:12]2[C:16](=[CH:17][CH:18]=1)[NH:15][C:14]([C:19]([NH:21][CH2:22][C:23](O)=[O:24])=[O:20])=[CH:13]2>C(Cl)Cl.CN(C=O)C>[OH:2][C@H:3]1[C@@H:7]([OH:8])[CH2:6][N:5]([C:23](=[O:24])[CH2:22][NH:21][C:19]([C:14]2[NH:15][C:16]3[C:12]([CH:13]=2)=[CH:11][C:10]([Cl:9])=[CH:18][CH:17]=3)=[O:20])[CH2:4]1 |f:0.1,3.4|. Reported procedure: (3R,4S)-3,4-Dihydroxypyrrolidine hydrochloride (the cis, or meso isomer, 1.79 mmol) and [(5-chloro-1H-indole-2-carbonyl)-amino]-acetic acid (0.85 mmol) were coupled according to procedure A (1:1 CH2Cl2/DMF reaction solvent) with the following workup: the reaction mixture was concentrated, the residue suspended in 10 ml EtOAc and 10 ml 2 N NaOH, the solids filtered and washed successively with aqueous 1 N NaOH, EtOAc, aqueous 1 N HCl, H2O, and ether. This washing sequence was repeated and the res... Conditions: time 3 hour. Yields the product BrC1=CC=C(C(=N1)C(=O)OC)OC (methyl 6-bromo-3-methoxypicolinate). Reactants: BrC1=CC=C(C(=N1)C(=O)OC)O (methyl 6-bromo-3-hydroxypicolinate), CI (CH3I), C(=O)([O-])[O-].[K+].[K+] (K2CO3). Reported procedure: A mixture of methyl 6-bromo-3-hydroxypicolinate (4 g, 17.2 mmol), CH3I (7.15 g, 34.5 mmol) and K2CO3 (4.76 g, 34.5 mmol) in DMF (50 mL) was stirred at RT for 3 hours. After concentrated, the mixture was diluted with H2O and extracted with EtOAc (50 mL*3). The organic layer was dried over Na2SO4 and concentrated to give crude methyl 6-bromo-3-methoxypicolinate (4 g, yield: 90%). 1H-NMR (CDCl3, 400 MHz) δ 7.56 (d, J=8.0 Hz, 1H), 7.25 (d, J=8.0 Hz, 1H), 3.94 (s, 3H), 3.90 (s, 3H). MS (M+H)+: 256/25... Isolated yield 94.5%. Solvent: CN(C)C=O (DMF). Reaction SMILES: [Br:1][C:2]1[N:7]=[C:6]([C:8]([O:10][CH3:11])=[O:9])[C:5]([OH:12])=[CH:4][CH:3]=1.CI.[C:15]([O-])([O-])=O.[K+].[K+]>CN(C=O)C>[Br:1][C:2]1[N:7]=[C:6]([C:8]([O:10][CH3:11])=[O:9])[C:5]([O:12][CH3:15])=[CH:4][CH:3]=1 |f:2.3.4|. Reactants: C1(=CC=CC=C1)CC(=O)O (phenylacetic acid), C(C)C=1C=C(C=CC1)O (3-ethylphenol), triethyl formate, N1CCOCC1 (morpho line). The solvent is [B] (boron), CO (methanol). Conditions: temperature 80 celsius, time 21 hour. Product: C(C)C1=CC=C2C(C(=COC2=C1)C1=CC=CC=C1)=O (7-Ethylisoflavone). Isolated yield 12.2%. As a reaction SMILES: [C:1]1([CH2:7][C:8]([OH:10])=O)[CH:6]=[CH:5][CH:4]=[CH:3][CH:2]=1.[CH2:11]([C:13]1[CH:14]=[C:15](O)[CH:16]=[CH:17][CH:18]=1)[CH3:12].N1CC[O:23][CH2:22]C1>[B].CO>[CH2:11]([C:13]1[CH:14]=[C:15]2[C:16]([C:22](=[O:23])[C:7]([C:1]3[CH:2]=[CH:3][CH:4]=[CH:5][CH:6]=3)=[CH:8][O:10]2)=[CH:17][CH:18]=1)[CH3:12]. Procedure: This compound was prepared by the same method described for the synthesis of analog 23. To a solution of 6.51 g of phenylacetic acid (47.81 mmol) in 50 ml of boron trifluroide diethyl etherate was added 6.5 ml of 3-ethylphenol (53.20 mmol). The mixture was stirred at 80° C. for 21 hours, cooled to RT, and then washed with aqueous K2CO3 and water until the pH of wash approached neutrality. The product was extracted with ethyl acetate and concentrated. Residue was dissolved in 50 ml of 2-propanol ... Reactants: aqueous solution, P(Cl)(Cl)(Cl)(Cl)Cl (phosphorus pentachloride), C(C1=CC=CC=C1)N1N=CC=2C1=NC=CC2O (1-benzyl-4-hydroxy-1H-pyrazolo[3,4-b]pyridine), ice water, [OH-].[Na+] (sodium hydroxide). Yields the product C(C1=CC=CC=C1)N1N=CC=2C1=NC=CC2Cl (1-benzyl-4-chloro-1H-pyrazolo[3,4-b]pyridine). Yield: 57679.9%. Procedure details: Phosphorus oxychloride (60 ml) and phosphorus pentachloride (20 mg) were added to 1-benzyl-4-hydroxy-1H-pyrazolo[3,4-b]pyridine (13.8 g) and the mixture was refluxed under heating for 2 hours. After completion of the reaction, phosphorus oxychloride was distilled away under reduced pressure and the residue obtained was poured into ice water. The mixture was neutralized with 2N aqueous solution of sodium hydroxide and the resultant crystals were collected by filtration. After drying, the crystals... Reaction SMILES: P(Cl)(Cl)(Cl)(Cl)[Cl:2].[CH2:7]([N:14]1[C:18]2=[N:19][CH:20]=[CH:21][C:22](O)=[C:17]2[CH:16]=[N:15]1)[C:8]1[CH:13]=[CH:12][CH:11]=[CH:10][CH:9]=1.[OH-].[Na+]>P(Cl)(Cl)(Cl)=O>[CH2:7]([N:14]1[C:18]2=[N:19][CH:20]=[CH:21][C:22]([Cl:2])=[C:17]2[CH:16]=[N:15]1)[C:8]1[CH:13]=[CH:12][CH:11]=[CH:10][CH:9]=1 |f:2.3|. The solvent is P(=O)(Cl)(Cl)Cl (phosphorus oxychloride), P(=O)(Cl)(Cl)Cl (Phosphorus oxychloride). Reactants: c1ccc2c(c1)CNC2, ClCCl, O=C(Cl)c1ccc(OCCCN2CCCCC2)cc1C(F)(F)F. Yields the product Cl, O=C(c1ccc(OCCCN2CCCCC2)cc1C(F)(F)F)N1Cc2ccccc2C1. RXN SMILES: [CH2:24]1[NH:25][CH2:26][c:27]2[cH:28][cH:29][cH:30][cH:31][c:32]21.[Cl:33][CH2:34][Cl:35].[N:1]1([CH2:7][CH2:8][CH2:9][O:10][c:11]2[cH:12][c:13]([C:20]([F:21])([F:22])[F:23])[c:14]([C:15](=[O:16])[Cl:17])[cH:18][cH:19]2)[CH2:2][CH2:3][CH2:4][CH2:5][CH2:6]1>>[ClH:17].[N:1]1([CH2:7][CH2:8][CH2:9][O:10][c:11]2[cH:12][c:13]([C:20]([F:21])([F:22])[F:23])[c:14]([C:15](=[O:16])[N:25]3[CH2:24][c:32]4[c:27]([cH:28][cH:29][cH:30][cH:31]4)[CH2:26]3)[cH:18][cH:19]2)[CH2:2][CH2:3][CH2:4][CH2:5][CH2:6]1. As a reaction SMILES: [CH2:1]([CH3:2])[O:3][C:4]([c:5]1[c:6]([CH3:29])[cH:7][c:8]([O:21][CH2:22][c:23]2[cH:24][cH:25][cH:26][cH:27][cH:28]2)[cH:9][c:10]1[O:11][CH2:12][CH2:13][CH2:14][c:15]1[cH:16][cH:17][cH:18][cH:19][cH:20]1)=[O:30].[CH3:33][CH2:34][OH:35].[Na+:32].[OH-:31]>>[O:3]=[C:4]([c:5]1[c:6]([CH3:29])[cH:7][c:8]([O:21][CH2:22][c:23]2[cH:24][cH:25][cH:26][cH:27][cH:28]2)[cH:9][c:10]1[O:11][CH2:12][CH2:13][CH2:14][c:15]1[cH:16][cH:17][cH:18][cH:19][cH:20]1)[OH:30]. Reactants: CCOC(=O)c1c(C)cc(OCc2ccccc2)cc1OCCCc1ccccc1, CCO, [Na+], [OH-]. The product is Cc1cc(OCc2ccccc2)cc(OCCCc2ccccc2)c1C(=O)O.